Dataset: the Open Reaction Database (ORD), a public repository of structured organic reaction records. Task: describe an organic reaction: reactants, conditions, products, and yield The reactants are C1CCOC1, Fc1ncccc1C1=CCCOC1, [Pd]. Product: Fc1ncccc1C1CCCOC1. As a reaction SMILES: [CH2:14]1[O:15][CH2:16][CH2:17][CH2:18]1.[O:1]1[CH2:2][C:3]([c:7]2[c:8]([F:13])[n:9][cH:10][cH:11][cH:12]2)=[CH:4][CH2:5][CH2:6]1.[Pd:19]>>[O:1]1[CH2:2][CH:3]([c:7]2[c:8]([F:13])[n:9][cH:10][cH:11][cH:12]2)[CH2:4][CH2:5][CH2:6]1. Reactants: C(C1=CC=CC=C1)OCC1CC(CCC1)=NO (3-benzyloxymethylcyclohexanone oxime), [H-].[Al+3].[Li+].[H-].[H-].[H-] (lithium aluminum hydride), resultant mixture. Run in CCOCC (ether), C(C)OCC (diethyl ether). The product is C(C1=CC=CC=C1)OCC1CC(CCC1)N (3-benzyloxymethylcyclohexylamine). Yield: 86.9%. Reaction SMILES: [CH2:1]([O:8][CH2:9][CH:10]1[CH2:15][CH2:14][CH2:13][C:12](=[N:16]O)[CH2:11]1)[C:2]1[CH:7]=[CH:6][CH:5]=[CH:4][CH:3]=1.[H-].[Al+3].[Li+].[H-].[H-].[H-]>C(OCC)C>[CH2:1]([O:8][CH2:9][CH:10]1[CH2:15][CH2:14][CH2:13][CH:12]([NH2:16])[CH2:11]1)[C:2]1[CH:7]=[CH:6][CH:5]=[CH:4][CH:3]=1 |f:1.2.3.4.5.6|. Procedure: To a solution of the compound (12) (0.75 g; 3.2 mmol) in diethyl ether (30 ml), lithium aluminum hydride (0.75 g; 20 mmol) is added, and the resultant mixture is refluxed for 3 hours. After cooling, wet ether is dropwise added to the reaction mixture, and the organic layer is collected by decantation and dried, followed by concentration under reduced pressure to give 3-benzyloxymethylcyclohexylamine (13) (0.61 g). Reactants: ClC(=O)C=1C=C(C=CC1)C(C#N)C (alpha-(m-chlorocarbonylphenyl)propionitrile), C(=O)(O)C=1C=C(C=CC1)C(C#N)C (alpha-(m-carboxyphenyl)propionitrile), [Cl-].[Al+3].[Cl-].[Cl-] (aluminum chloride), ClC(=O)C=1C=C(C=CC1)C(C#N)C (alpha-(m-chlorocarbonylphenyl)propionitrile), S(=O)(Cl)Cl (thionyl chloride). The product is C(C1=CC=CC=C1)(=O)C=1C=C(C=CC1)C(C#N)C (alpha-(m-benzoylphenyl)propionitrile). Solvent: C1=CC=CC=C1 (benzene). Reported procedure: 3-Carboxybenzyne prepared from 2-chlorobenzoic acid in the presence of a strong base is reacted with propionitrile to produce alpha-(m-carboxyphenyl)propionitrile (R. Biehl et al., J. Org. Chem., 31, 602 (1966)). The alpha-(m-carboxyphenyl)propionitrile is converted to alpha-(m-chlorocarbonylphenyl)propionitrile by using thionyl chloride. Friedel-Crafts reaction of alpha-(m-chlorocarbonylphenyl)propionitrile with benzene using aluminum chloride affords alpha-(m-benzoylphenyl)propionitrile. Hydro... Reaction SMILES: [C:1]([C:4]1[CH:5]=[C:6]([CH:10]([CH3:13])[C:11]#[N:12])[CH:7]=[CH:8][CH:9]=1)([OH:3])=O.ClC([C:17]1[CH:18]=[C:19](C(C)C#N)[CH:20]=[CH:21][CH:22]=1)=O.S(Cl)(Cl)=O.[Cl-].[Al+3].[Cl-].[Cl-]>C1C=CC=CC=1>[C:1]([C:4]1[CH:5]=[C:6]([CH:10]([CH3:13])[C:11]#[N:12])[CH:7]=[CH:8][CH:9]=1)(=[O:3])[C:17]1[CH:18]=[CH:19][CH:20]=[CH:21][CH:22]=1 |f:3.4.5.6|. Starting materials: C1(=CC=CC=C1)C(CCCCCCCCC(CN)(C)C)N (1-phenyl-10,10-dimethyl-1,11-diaminoundecane), C=CCCC(=O)O (4 Pa). Reagents/catalysts: [Ru].C (ruthenium charcoal). Product: C1(CCCCC1)C(CCCCCCCCC(CN)(C)C)N (1-Cyclohexyl-10,10-dimethyl-1,11-diaminoundecane). Reaction SMILES: [C:1]1([CH:7]([NH2:21])[CH2:8][CH2:9][CH2:10][CH2:11][CH2:12][CH2:13][CH2:14][CH2:15][C:16]([CH3:20])([CH3:19])[CH2:17][NH2:18])[CH:6]=[CH:5][CH:4]=[CH:3][CH:2]=1.C=CCCC(O)=O>[Ru].C>[CH:1]1([CH:7]([NH2:21])[CH2:8][CH2:9][CH2:10][CH2:11][CH2:12][CH2:13][CH2:14][CH2:15][C:16]([CH3:19])([CH3:20])[CH2:17][NH2:18])[CH2:6][CH2:5][CH2:4][CH2:3][CH2:2]1 |f:2.3|. Procedure details: Hydrogenation of 1-phenyl-10,10-dimethyl-1,11-diaminoundecane in the presence of a ruthenium/charcoal catalyst; b.p. 147° C./4 Pa; nD20 =1.4805. The reactants are C(C)(C)(C)OC(=O)N(S(=O)(=O)N)C1=CC(=CC=C1)COCCOC1=CC=C(C=C1)CCNC[C@H](O)C1=CC2=C(OC(OC2)(C)C)C=C1 (N-(tert-Butoxycarbonyl)-N-[3-({2-[4-(2-{[(2R)-2-(2,2-dimethyl-4H-1,3-benzodioxin-6-yl)-2-hydroxyethyl]amino}ethyl)phenoxy]ethoxy}methyl)phenyl]sulfamide). Run in C(C)(=O)O (acetic acid), O (water). Yields the product title compounds, C(=O)O.O[C@@H](CNCCC1=CC=C(OCCOCC=2C=C(C=CC2)NS(=O)(=O)N)C=C1)C1=CC(=C(C=C1)O)CO (N-{3-[(2-{4-[2-({(2R)-2-hydroxy-2-[4-hydroxy-3-(hydroxymethyl)phenyl]ethyl}amino)ethyl]phenoxy}ethoxy)methyl]phenyl}sulfamide formate), C(=O)O.C(C)(C)(C)OC(=O)N(S(=O)(=O)N)C1=CC(=CC=C1)COCCOC1=CC=C(C=C1)CCNC[C@@H](C1=CC(=C(C=C1)O)CO)O (N-(tert-butoxycarbonyl)-N-{3-[(2-{4-[2-({(2R)-2-hydroxy-2-[4-hydroxy-3-(hydroxymethyl)phenyl]ethyl}amino)ethyl]phenoxy}ethoxy)methyl]phenyl}sulfamide formate). RXN SMILES: [C:1]([O:5][C:6]([N:8]([C:13]1[CH:18]=[CH:17][CH:16]=[C:15]([CH2:19][O:20][CH2:21][CH2:22][O:23][C:24]2[CH:29]=[CH:28][C:27]([CH2:30][CH2:31][NH:32][CH2:33][C@@H:34]([C:36]3[CH:47]=[CH:46][C:39]4[O:40]C(C)(C)[O:42][CH2:43][C:38]=4[CH:37]=3)[OH:35])=[CH:26][CH:25]=2)[CH:14]=1)[S:9]([NH2:12])(=[O:11])=[O:10])=[O:7])([CH3:4])([CH3:3])[CH3:2]>C(O)(=O)C.O>[CH:6]([OH:7])=[O:5].[OH:35][C@H:34]([C:36]1[CH:47]=[CH:46][C:39]([OH:40])=[C:38]([CH2:43][OH:42])[CH:37]=1)[CH2:33][NH:32][CH2:31][CH2:30][C:27]1[CH:28]=[CH:29][C:24]([O:23][CH2:22][CH2:21][O:20][CH2:19][C:15]2[CH:14]=[C:13]([NH:8][S:9]([NH2:12])(=[O:10])=[O:11])[CH:18]=[CH:17][CH:16]=2)=[CH:25][CH:26]=1.[CH:6]([OH:7])=[O:5].[C:1]([O:5][C:6]([N:8]([C:13]1[CH:18]=[CH:17][CH:16]=[C:15]([CH2:19][O:20][CH2:21][CH2:22][O:23][C:24]2[CH:29]=[CH:28][C:27]([CH2:30][CH2:31][NH:32][CH2:33][C@H:34]([OH:35])[C:36]3[CH:47]=[CH:46][C:39]([OH:40])=[C:38]([CH2:43][OH:42])[CH:37]=3)=[CH:26][CH:25]=2)[CH:14]=1)[S:9]([NH2:12])(=[O:11])=[O:10])=[O:7])([CH3:4])([CH3:2])[CH3:3] |f:3.4,5.6|. Procedure: N-(tert-Butoxycarbonyl)-N-[3-({2-[4-(2-{[(2R)-2-(2,2-dimethyl-4H-1,3-benzodioxin-6-yl)-2-hydroxyethyl]amino}ethyl)phenoxy]ethoxy}methyl)phenyl]sulfamide (15 mg) in acetic acid (1.5 ml) and water (0.5 ml) was heated at 75° C. for 0.5 h. The solution was then concentrated in vacuo and azeotroped with MeOH. The residue was purified by HPLC to give the title compounds N-{3-[(2-{4-[2-({(2R)-2-hydroxy-2-[4-hydroxy-3-(hydroxymethyl)phenyl]ethyl}amino)ethyl]phenoxy}ethoxy)methyl]phenyl}sulfamide formate...